Dataset: the Open Reaction Database (ORD), a public repository of structured organic reaction records. Task: describe an organic reaction: reactants, conditions, products, and yield Procedure details: The title compound was prepared by the procedures described in Example 1 substituting 2,4-dichlorothiophenol with 2-bromothiophenol, 2-chlorobenzaldehyde with 3-chloro-4-fluoro-benzaldehyde, and 6-amino-1-hexanol with thiomorpholine. 1H NMR (DMSO-d6, 300 MHz) δ 8.1.0 (d, J=1.5 Hz, 1H), 7.80 (d, J=8.5 Hz, H), 7.64 (dd, J=8.1, 1.5 Hz, 1H), 7.31-7.48 (m, 4H), 7.36 (m, 1H), 7.26 (dd, J=8.1, 1.8 Hz, 1H), 7.05 (d J=8.1 Hz, 1H), 3.96 (m, 2H), 3.82 (m, 2H), 2.62 (in, 4H). HRMS calculated for C19H17N1O1S... The product is BrC1=C(C=CC=C1)SC1=C(C=C(C=C1)\C=C\C(=O)S1CCNCC1)Cl ((2-Bromophenyl)[2-chloro-4-(E-((thiomorpholin-1-yl)carbonyl)ethenyl)phenyl]sulfide). The reactants are ClC1=C(C=CC(=C1)Cl)S (2,4-dichlorothiophenol), ClC=1C=C(C=O)C=CC1F (3-chloro-4-fluoro-benzaldehyde), NCCCCCCO (6-amino-1-hexanol), BrC1=C(C=CC=C1)S (2-bromothiophenol), ClC1=C(C=O)C=CC=C1 (2-chlorobenzaldehyde), N1CCSCC1 (thiomorpholine). RXN SMILES: [Cl:1][C:2]1[CH:7]=[C:6](Cl)[CH:5]=[CH:4][C:3]=1[SH:9].[Br:10][C:11]1[CH:16]=[CH:15][CH:14]=[CH:13][C:12]=1S.ClC1C=CC=[CH:23][C:20]=1[CH:21]=[O:22].ClC1C=C(C=CC=1F)C=O.NCCCCCCO.[NH:45]1[CH2:50][CH2:49][S:48][CH2:47][CH2:46]1>>[Br:10][C:11]1[CH:16]=[CH:15][CH:14]=[CH:13][C:12]=1[S:9][C:3]1[CH:4]=[CH:5][C:6](/[CH:23]=[CH:20]/[C:21]([SH:48]2[CH2:49][CH2:50][NH:45][CH2:46][CH2:47]2)=[O:22])=[CH:7][C:2]=1[Cl:1]. The reactants are COC=1C(=CC2=C(CCCOC2CCCl)C1)OC (2-[(1,3,4,5-tetrahydro-7,8-dimethoxy-2-benzoxepin-1-yl)]ethyl chloride), ClC=1C=C(C=CC1)N1CCNCC1 (1-(3-chlorophenyl)piperazine). Run in C1(=CC=CC=C1)C (toluene), C1(=CC=CC=C1)C (toluene), C(CO)O (ethylene glycol). Yields the product COC=1C(=CC2=C(CCCOC2CCN2CCN(CC2)C2=CC(=CC=C2)Cl)C1)OC (1-[2-[(1,3,4,5-tetrahydro-7,8-dimethoxy-2-benzoxepin-1-yl)]ethyl]-4-(3-chlorophenyl]piperazine). Yield: 34.2%. As a reaction SMILES: [CH3:1][O:2][C:3]1[C:4]([O:17][CH3:18])=[CH:5][C:6]2[CH:12]([CH2:13][CH2:14]Cl)[O:11][CH2:10][CH2:9][CH2:8][C:7]=2[CH:16]=1.[Cl:19][C:20]1[CH:21]=[C:22]([N:26]2[CH2:31][CH2:30][NH:29][CH2:28][CH2:27]2)[CH:23]=[CH:24][CH:25]=1>C(O)CO.C1(C)C=CC=CC=1>[CH3:1][O:2][C:3]1[C:4]([O:17][CH3:18])=[CH:5][C:6]2[CH:12]([CH2:13][CH2:14][N:29]3[CH2:28][CH2:27][N:26]([C:22]4[CH:23]=[CH:24][CH:25]=[C:20]([Cl:19])[CH:21]=4)[CH2:31][CH2:30]3)[O:11][CH2:10][CH2:9][CH2:8][C:7]=2[CH:16]=1. Reported procedure: A mixture of 2.00 g (7.39 mmol) of 2-[(1,3,4,5-tetrahydro-7,8-dimethoxy-2-benzoxepin-1-yl)]ethyl chloride and 2.8 g (14.5 mmol) of 1-(3-chlorophenyl)piperazine is stirred at 85° for 36 hours in 1 ml of ethylene glycol and 10 ml of toluene. Excess toluene is added and the solids are removed by filtration from the warm solution. The organic phase is concentrated. The product was recrystallized from CH2Cl2 and toluene to give 1.09 g of product, m.p. 125°-126°. The reactants are CSC1=CC=C(C=N1)C=1SC2=C(C(N1)=O)C=CC=C2 (2-[6-(Methylthio)-3-pyridyl]-4H-1,3-benzothiazine-4-one), ClC1=CC(=CC=C1)C(=O)OO (3-chloroperbenzoic acid). Solvent: C(Cl)(Cl)Cl (chloroform), C(Cl)(Cl)Cl (chloroform). Reaction conditions: time 1 hour. The product is CS(=O)C1=CC=C(C=N1)C=1SC2=C(C(N1)=O)C=CC=C2 (2-[6-(Methylsulfinyl)-3-pyridyl]-4H-1,3-benzothiazine-4-one). Isolated yield 28.1%. Reaction SMILES: [CH3:1][S:2][C:3]1[N:8]=[CH:7][C:6]([C:9]2[S:10][C:11]3[CH:19]=[CH:18][CH:17]=[CH:16][C:12]=3[C:13](=[O:15])[N:14]=2)=[CH:5][CH:4]=1.ClC1C=CC=C(C(OO)=[O:28])C=1>C(Cl)(Cl)Cl>[CH3:1][S:2]([C:3]1[N:8]=[CH:7][C:6]([C:9]2[S:10][C:11]3[CH:19]=[CH:18][CH:17]=[CH:16][C:12]=3[C:13](=[O:15])[N:14]=2)=[CH:5][CH:4]=1)=[O:28]. Procedure: 2-[6-(Methylthio)-3-pyridyl]-4H-1,3-benzothiazine-4-one (0.28 g, 1.00 mmol) was dissolved in chloroform (30 ml), and a solution of 3-chloroperbenzoic acid (ca. 77%, 0.23 g, 1.00 mmol) in chloroform (10 ml) was added dropwise thereto. The mixture was stirred at room temperature for 1 hr. The solvent was evaporated, and the residue was recrystallized from ethanol to give the titled compound (0.085 g, 28%) as pale yellow crystals. Starting materials: COC(=O)c1sc(-c2ccccc2)cc1N(C(=O)C1CCC(C)CC1)C1CCC(O)CC1, [Li+], C1COCCO1, [OH-], O. Yields the product CC1CCC(C(=O)N(c2cc(-c3ccccc3)sc2C(=O)O)C2CCC(O)CC2)CC1. RXN SMILES: [CH3:1][O:2][C:3](=[O:4])[c:5]1[s:6][c:7](-[c:27]2[cH:28][cH:29][cH:30][cH:31][cH:32]2)[cH:8][c:9]1[N:10]([C:11](=[O:12])[CH:13]1[CH2:14][CH2:15][CH:16]([CH3:19])[CH2:17][CH2:18]1)[CH:20]1[CH2:21][CH2:22][CH:23]([OH:26])[CH2:24][CH2:25]1.[Li+:35].[O:36]1[CH2:37][CH2:38][O:39][CH2:40][CH2:41]1.[OH-:34].[OH2:33]>>[O:2]=[C:3]([OH:4])[c:5]1[s:6][c:7](-[c:27]2[cH:28][cH:29][cH:30][cH:31][cH:32]2)[cH:8][c:9]1[N:10]([C:11](=[O:12])[CH:13]1[CH2:14][CH2:15][CH:16]([CH3:19])[CH2:17][CH2:18]1)[CH:20]1[CH2:21][CH2:22][CH:23]([OH:26])[CH2:24][CH2:25]1. Starting materials: CC(C)(C)OC(=O)N1CCOc2c(Br)cccc2C1, CCO, Cc1ccccc1, [Na+], [Na+], O=C([O-])[O-], O, c1ccc(P(c2ccccc2)(c2ccccc2)[Pd](P(c2ccccc2)(c2ccccc2)c2ccccc2)(P(c2ccccc2)(c2ccccc2)c2ccccc2)P(c2ccccc2)(c2ccccc2)c2ccccc2)cc1, OB(O)c1ccncc1. The product is CC(C)(C)OC(=O)N1CCOc2c(cccc2-c2ccncc2)C1. As a reaction SMILES: [Br:1][c:2]1[cH:3][cH:4][cH:5][c:6]2[c:12]1[O:11][CH2:10][CH2:9][N:8]([C:13](=[O:14])[O:15][C:16]([CH3:17])([CH3:18])[CH3:19])[CH2:7]2.[CH3:30][CH2:31][OH:32].[CH3:39][c:40]1[cH:41][cH:42][cH:43][cH:44][cH:45]1.[Na+:33].[Na+:34].[O-:35][C:36](=[O:37])[O-:38].[OH2:29].[cH:46]1[cH:47][cH:48][c:49]([P:50]([Pd:51]([P:52]([c:53]2[cH:54][cH:55][cH:56][cH:57][cH:58]2)([c:59]2[cH:60][cH:61][cH:62][cH:63][cH:64]2)[c:65]2[cH:66][cH:67][cH:68][cH:69][cH:70]2)([P:71]([c:72]2[cH:73][cH:74][cH:75][cH:76][cH:77]2)([c:78]2[cH:79][cH:80][cH:81][cH:82][cH:83]2)[c:84]2[cH:85][cH:86][cH:87][cH:88][cH:89]2)[P:90]([c:91]2[cH:92][cH:93][cH:94][cH:95][cH:96]2)([c:97]2[cH:98][cH:99][cH:100][cH:101][cH:102]2)[c:103]2[cH:104][cH:105][cH:106][cH:107][cH:108]2)([c:109]2[cH:110][cH:111][cH:112][cH:113][cH:114]2)[c:115]2[cH:116][cH:117][cH:118][cH:119][cH:120]2)[cH:121][cH:122]1.[n:20]1[cH:21][cH:22][c:23]([B:26]([OH:27])[OH:28])[cH:24][cH:25]1>>[c:2]1(-[c:23]2[cH:22][cH:21][n:20][cH:25][cH:24]2)[cH:3][cH:4][cH:5][c:6]2[c:12]1[O:11][CH2:10][CH2:9][N:8]([C:13](=[O:14])[O:15][C:16]([CH3:17])([CH3:18])[CH3:19])[CH2:7]2. Starting materials: C1CCC2=NCCCN2CC1, O=C(Nc1cccc2cnccc12)C(Cl)(Cl)Cl, Cl, NC1CC1c1ccccc1. Yields the product O=C(Nc1cccc2cnccc12)NC1CC1c1ccccc1. Reaction SMILES: [CH2:29]1[CH2:30][CH2:31][C:32]2=[N:37][CH2:36][CH2:35][CH2:34][N:33]2[CH2:38][CH2:39]1.[Cl:12][C:13]([C:14](=[O:15])[NH:16][c:17]1[c:18]2[cH:19][cH:20][n:21][cH:22][c:23]2[cH:24][cH:25][cH:26]1)([Cl:27])[Cl:28].[ClH:1].[c:2]1([CH:8]2[CH:9]([NH2:11])[CH2:10]2)[cH:3][cH:4][cH:5][cH:6][cH:7]1>>[c:2]1([CH:8]2[CH:9]([NH:11][C:14](=[O:15])[NH:16][c:17]3[c:18]4[cH:19][cH:20][n:21][cH:22][c:23]4[cH:24][cH:25][cH:26]3)[CH2:10]2)[cH:3][cH:4][cH:5][cH:6][cH:7]1. Starting materials: P(OC)(OC)OC (trimethyl phosphite), ICC(=C)CI (2-iodomethyl-3-iodopropene), P(OC)(OC)OC (trimethyl phosphite). Run in C1=CC=CC=C1 (benzene). Product: COP(=O)(OC)CC(CP(=O)(OC)OC)=C (1,3-bis(dimethylphosphono)-2-methylene-propane). Yield: 92.0%. As a reaction SMILES: [P:1]([O:6]C)([O:4][CH3:5])[O:2][CH3:3].I[CH2:9][C:10]([CH2:12]I)=[CH2:11]>C1C=CC=CC=1>[CH3:3][O:2][P:1]([CH2:9][C:10](=[CH2:11])[CH2:12][P:1]([O:2][CH3:3])([O:4][CH3:5])=[O:6])([O:4][CH3:5])=[O:6]. Procedure details: 400 ml of trimethyl phosphite was placed into a 2-1 flask equipped with an addition funnel, a gas inlet tube, and a Vigreux column with distilling head. The phosphite was heated at reflux, then a solution of 131 g (0.425 Mole) of 2-iodomethyl-3-iodopropene [see J.Amer.Chem.Soc., 89, 4688 (1967)] in 200 ml of benzene was added dropwise over a period of 2 h, followed by an additional 100 ml of trimethyl phosphite within 30 min. The reaction was run under nitrogen, and approx. 150 ml of distillate ... Reactants: C1(CC1)N1C=NC2=C1C(=CC(=C2)C2=CC=CC=C2)O[C@H](C)[C@@H]2CC(NC2)=O ((R)-4-((R)-1-((1-cyclopropyl-5-phenyl-1H-benzo[d]imidazol-7-yl)oxy)ethyl)pyrrolidin-2-one), CN1CCN(C2=CC(=CC=C12)B1OC(C(O1)(C)C)(C)C)C(=O)OC(C)(C)C (tert-butyl 4-methyl-7-(4,4,5,5-tetramethyl-1,3,2-dioxaborolan-2-yl)-3,4-dihydroquinoxaline-1(2H)-carboxylate). The product is C1(CC1)N1C=NC2=C1C(=CC(=C2)C2=CC=C1N(CCN(C1=C2)C(=O)OC(C)(C)C)C)O[C@H](C)[C@H]2CNC(C2)=O (tert-butyl 7-(1-cyclopropyl-7-((R)-1-((R)-5-oxopyrrolidin-3-yl)ethoxy)-1H-benzo[d]imidazol-5-yl)-4-methyl-3,4 dihydroquinoxaline-1(2H)-carboxylate). The yield is 45.6%. RXN SMILES: [CH:1]1([N:4]2[C:8]3[C:9]([O:19][C@@H:20]([C@H:22]4[CH2:26][NH:25][C:24](=[O:27])[CH2:23]4)[CH3:21])=[CH:10][C:11]([C:13]4[CH:18]=[CH:17][CH:16]=[CH:15][CH:14]=4)=[CH:12][C:7]=3[N:6]=[CH:5]2)[CH2:3][CH2:2]1.[CH3:28][N:29]1C2C(=CC(B3OC(C)(C)C(C)(C)O3)=CC=2)[N:32]([C:48]([O:50][C:51]([CH3:54])([CH3:53])[CH3:52])=[O:49])[CH2:31][CH2:30]1>>[CH:1]1([N:4]2[C:8]3[C:9]([O:19][C@@H:20]([C@@H:22]4[CH2:23][C:24](=[O:27])[NH:25][CH2:26]4)[CH3:21])=[CH:10][C:11]([C:13]4[CH:18]=[C:17]5[C:16]([N:29]([CH3:28])[CH2:30][CH2:31][N:32]5[C:48]([O:50][C:51]([CH3:53])([CH3:52])[CH3:54])=[O:49])=[CH:15][CH:14]=4)=[CH:12][C:7]=3[N:6]=[CH:5]2)[CH2:2][CH2:3]1. Reported procedure: Prepared by Suzuki coupling reaction procedure, as previously described for the synthesis of (R)-4-((R)-1-((1-cyclopropyl-5-phenyl-1H-benzo[d]imidazol-7-yl)oxy)ethyl)pyrrolidin-2-one:, using instead tert-butyl 4-methyl-7-(4,4,5,5-tetramethyl-1,3,2-dioxaborolan-2-yl)-3,4-dihydroquinoxaline-1(2H)-carboxylate (92.0 mg, 0.24 mmol) as a starting material to afford 40.0 mg (45.6%) of tert-butyl 7-(1-cyclopropyl-7-((R)-1-((R)-5-oxopyrrolidin-3-yl)ethoxy)-1H-benzo[d]imidazol-5-yl)-4-methyl-3,4 dihydroqu... Starting materials: B, Cc1oc(-c2ccc(Br)cc2)nc1CC(=O)O, C1CCOC1, C1CCOC1. Product: Cc1oc(-c2ccc(Br)cc2)nc1CCO. RXN SMILES: [BH3:18].[Br:1][c:2]1[cH:3][cH:4][c:5](-[c:8]2[o:9][c:10]([CH3:17])[c:11]([CH2:13][C:14](=[O:15])[OH:16])[n:12]2)[cH:6][cH:7]1.[CH2:19]1[O:20][CH2:21][CH2:22][CH2:23]1.[CH2:24]1[O:25][CH2:26][CH2:27][CH2:28]1>>[Br:1][c:2]1[cH:3][cH:4][c:5](-[c:8]2[o:9][c:10]([CH3:17])[c:11]([CH2:13][CH2:14][OH:15])[n:12]2)[cH:6][cH:7]1. The product is O=C(O)c1cnc(Cl)cn1. Starting materials: O=C([O-])O, CC#N, COC(=O)c1cnc(Cl)cn1, [Cl-], [Li+], [Na+], CN(C)C=O, O. Reaction SMILES: [C:14](=[O:15])([OH:16])[O-:17].[CH3:19][C:20]#[N:21].[CH3:1][O:2][C:3](=[O:4])[c:5]1[n:6][cH:7][c:8]([Cl:11])[n:9][cH:10]1.[Cl-:13].[Li+:12].[Na+:18].[O:22]=[CH:23][N:24]([CH3:25])[CH3:26].[OH2:27]>>[O:2]=[C:3]([OH:4])[c:5]1[n:6][cH:7][c:8]([Cl:11])[n:9][cH:10]1.